From a dataset of the Open Reaction Database (ORD), a public repository of structured organic reaction records. describe an organic reaction: reactants, conditions, products, and yield The reactants are CN1C(NC=2C1=NC=CC2N2C[C@@H](CCC2)NC(O)=O)=O ((R)-1-(3-methyl-2-oxo-2,3-dihydro-1H-imidazo[4,5-b]pyridin-7-yl)piperidin-3-yl carbamic acid), butyl ester, BrCC=1C=C(C#N)C=CC1 (3-(bromomethyl)benzonitrile). Yields the product C(C)(C)(C)OC(N[C@H]1CN(CCC1)C1=C2C(=NC=C1)N(C(N2CC2=CC(=CC=C2)C#N)=O)C)=O ((R)-1-[1-(3-cyano-benzyl)-3-methyl-2-oxo-2,3-dihydro-1H-imidazo[4,5-b]pyridin-7-yl]piperidin-3-yl carbamic acid tert-butyl ester). Isolated yield 105.2%. RXN SMILES: [CH3:1][N:2]1[C:6]2=[N:7][CH:8]=[CH:9][C:10]([N:11]3[CH2:16][CH2:15][CH2:14][C@@H:13]([NH:17][C:18](=[O:20])[OH:19])[CH2:12]3)=[C:5]2[NH:4][C:3]1=[O:21].Br[CH2:23][C:24]1[CH:25]=[C:26]([CH:29]=[CH:30][CH:31]=1)[C:27]#[N:28]>>[C:24]([O:20][C:18](=[O:19])[NH:17][C@@H:13]1[CH2:14][CH2:15][CH2:16][N:11]([C:10]2[CH:9]=[CH:8][N:7]=[C:6]3[N:2]([CH3:1])[C:3](=[O:21])[N:4]([CH2:23][C:24]4[CH:31]=[CH:30][CH:29]=[C:26]([C:27]#[N:28])[CH:25]=4)[C:5]=23)[CH2:12]1)([CH3:25])([CH3:31])[CH3:23]. Procedure: The specific operation referred to the step (5) described in Example 1 for details. 347 mg (R)-1-(3-methyl-2-oxo-2,3-dihydro-1H-imidazo[4,5-b]pyridin-7-yl)piperidin-3-yl carbamic acid ter.-butyl ester (1 mmol) and 235 mg 3-(bromomethyl)benzonitrile (1.2 mmol) were charged. A column chromatography was performed to afford 292 mg titled product with a yield of 63.2%. As a reaction SMILES: [CH3:1][O:2][C:3]1[CH:8]=[CH:7][C:6]([C:9]2[CH:14]=[CH:13][C:12]([O:15][CH3:16])=[CH:11][CH:10]=2)=[C:5]([N+:17]([O-])=O)[CH:4]=1>P(OCC)(OCC)OCC>[CH3:1][O:2][C:3]1[CH:8]=[CH:7][C:6]2[C:9]3[C:14](=[CH:13][C:12]([O:15][CH3:16])=[CH:11][CH:10]=3)[NH:17][C:5]=2[CH:4]=1. Reaction conditions: temperature 90 celsius. Starting materials: COC1=CC(=C(C=C1)C1=CC=C(C=C1)OC)[N+](=O)[O-] (4,4′-Dimethoxy-2-nitro-1,1′-biphenyl). Solvent: P(OCC)(OCC)OCC (P(OEt)3). Procedure: The reaction was carried out in a vial. The crude biphenyl 10h (6.0 g) was dissolved in P(OEt)3 (36 mL). The vial was flushed with argon. The reaction mixture was heated to 90° C., kept at this temperature overnight, and cooled. As a result the carbazole precipitated. Et2O/CH2Cl2 mixture was added. The precipitate was filtered off and washed with CH2Cl2. The filtrate was evaporated. P(OEt)3 was added again, and the mixture was left for cyclization for 24 h. These operations were repeated until t... The product is COC1=CC=2NC3=CC(=CC=C3C2C=C1)OC (2,7-Dimethoxy-9H-carbazole). Procedure details: A solution of 0.57 g of (R)-2-O-(methyl-carbamoyl)-1-O-octadecyl-3-O-tritylglycerine in 15 ml of dichloromethane is treated with 0.5 ml of trifluoroacetic acid. The solution is washed with water and with sodium bicarbonate, dried and evaporated. The residue is recrystallized from dichloromethane-n-hexane. There is obtained (S)-2-O-(methylcarbamoyl)-1-O-octadecylglycerine of melting point 68°-69° C. Starting materials: CNC(=O)O[C@H](COCCCCCCCCCCCCCCCCCC)COC(C1=CC=CC=C1)(C1=CC=CC=C1)C1=CC=CC=C1 ((R)-2-O-(methyl-carbamoyl)-1-O-octadecyl-3-O-tritylglycerine), FC(C(=O)O)(F)F (trifluoroacetic acid). The product is CNC(=O)O[C@H](COCCCCCCCCCCCCCCCCCC)CO ((S)-2-O-(methylcarbamoyl)-1-O-octadecylglycerine). RXN SMILES: [CH3:1][NH:2][C:3]([O:5][C@@H:6]([CH2:27][O:28]C(C1C=CC=CC=1)(C1C=CC=CC=1)C1C=CC=CC=1)[CH2:7][O:8][CH2:9][CH2:10][CH2:11][CH2:12][CH2:13][CH2:14][CH2:15][CH2:16][CH2:17][CH2:18][CH2:19][CH2:20][CH2:21][CH2:22][CH2:23][CH2:24][CH2:25][CH3:26])=[O:4].FC(F)(F)C(O)=O>ClCCl>[CH3:1][NH:2][C:3]([O:5][C@@H:6]([CH2:27][OH:28])[CH2:7][O:8][CH2:9][CH2:10][CH2:11][CH2:12][CH2:13][CH2:14][CH2:15][CH2:16][CH2:17][CH2:18][CH2:19][CH2:20][CH2:21][CH2:22][CH2:23][CH2:24][CH2:25][CH3:26])=[O:4]. Run in ClCCl (dichloromethane).